From a dataset of the Open Reaction Database (ORD), a public repository of structured organic reaction records. describe an organic reaction: reactants, conditions, products, and yield Reported procedure: To a mixture of 21.4 parts of 3-phenylsalicylic acid, 18.4 parts of toluene, 3.8 parts of 87% paraformaldehyde and 30 parts of acetic acid was added 2.0 parts of 95% sulfuric acid (catalyst). After being heated under reflux for 4 hours, the reaction mixture was washed with water, and unreacted toluene and water were removed by vacuum distillation to give 32 parts of 3-phenylsalicylic acid-toluene-formaldehyde co-condensation product. 10 parts of the co-condensation product was converted into its... Yields the product 32, C1(=CC=CC=C1)C1=C(C(C(=O)O)=CC=C1)O.C=1(C(=CC=CC1)C=O)C (3-phenylsalicylic acid toluene-formaldehyde). Solvent: C(C)(=O)O (acetic acid). Reaction SMILES: [C:1]1([C:7]2[CH:15]=[CH:14][CH:13]=[C:9]([C:10]([OH:12])=[O:11])[C:8]=2[OH:16])[CH:6]=[CH:5][CH:4]=[CH:3][CH:2]=1.[C:17]1([CH3:23])[CH:22]=[CH:21][CH:20]=[CH:19][CH:18]=1.[CH2:24]=[O:25].S(=O)(=O)(O)O>C(O)(=O)C>[C:1]1([C:7]2[CH:15]=[CH:14][CH:13]=[C:9]([C:10]([OH:12])=[O:11])[C:8]=2[OH:16])[CH:2]=[CH:3][CH:4]=[CH:5][CH:6]=1.[C:17]1([CH3:23])[C:18]([CH:24]=[O:25])=[CH:19][CH:20]=[CH:21][CH:22]=1 |f:5.6|. Reactants: 21.4, C1(=CC=CC=C1)C1=C(C(C(=O)O)=CC=C1)O (3-phenylsalicylic acid), C1(=CC=CC=C1)C (toluene), C=O (paraformaldehyde), S(O)(O)(=O)=O (sulfuric acid). Starting materials: ClC1=CC(=C(C(=O)NC2=C(SC=C2)C(=O)OC)C=C1F)F (methyl 3-[(4-chloro-2,5-difluorobenzoyl)amino]thiophene-2-carboxylate), CO (MeOH), [OH-].[Na+] (sodium hydroxide). Run in C1CCOC1 (THF). Conditions: temperature 85 celsius, time 2 hour. Product: ClC1=CC(=C(C(=O)NC2=C(SC=C2)C(=O)O)C=C1F)F (3-[(4-chloro-2,5-difluorobenzoyl)amino]thiophene-2-carboxylic acid). As a reaction SMILES: [Cl:1][C:2]1[C:19]([F:20])=[CH:18][C:5]([C:6]([NH:8][C:9]2[CH:13]=[CH:12][S:11][C:10]=2[C:14]([O:16]C)=[O:15])=[O:7])=[C:4]([F:21])[CH:3]=1.CO.[OH-].[Na+]>C1COCC1>[Cl:1][C:2]1[C:19]([F:20])=[CH:18][C:5]([C:6]([NH:8][C:9]2[CH:13]=[CH:12][S:11][C:10]=2[C:14]([OH:16])=[O:15])=[O:7])=[C:4]([F:21])[CH:3]=1 |f:2.3|. Reported procedure: A mixture of methyl 3-[(4-chloro-2,5-difluorobenzoyl)amino]thiophene-2-carboxylate, MeOH, THF and 1M sodium hydroxide (NaOH) solution (aq) was stirred for two hours at 85° C. to give 3-[(4-chloro-2,5-difluorobenzoyl)amino]thiophene-2-carboxylic acid. Reactants: FC1=C(C=CC=C1)F (1,2-Difluorobenzene), N1C=NC=C1 (imidazole), C([O-])([O-])=O.[K+].[K+] (potassium carbonate). Run in CS(=O)C (dimethyl sulfoxide). Conditions: temperature 110 celsius. Product: FC1=C(C=CC=C1)N1C=NC=C1 (1-(2-fluorophenyl)imidazole). The yield is 1.2%. As a reaction SMILES: F[C:2]1[CH:7]=[CH:6][CH:5]=[CH:4][C:3]=1[F:8].[NH:9]1[CH:13]=[CH:12][N:11]=[CH:10]1.C(=O)([O-])[O-].[K+].[K+]>CS(C)=O>[F:8][C:3]1[CH:4]=[CH:5][CH:6]=[CH:7][C:2]=1[N:9]1[CH:13]=[CH:12][N:11]=[CH:10]1 |f:2.3.4|. Reported procedure: 1,2-Difluorobenzene (25 mL, 254.0 mmol), imidazole (15.6 g, 228.6 mmol), and potassium carbonate (70.2 g, 508.0 mmol) were suspended in dimethyl sulfoxide (15 mL). The reaction mixture was heated at 110° C. for 72 hours. The reaction mixture was then partitioned between ethyl acetate and was water and washed several times with a saturated aqueous solution of ammonium chloride to remove a small amount of di-imidazole material. The organic layer was then dried over sodium sulfate and evaporated to... Reactants: C(C#CC)N1C(=NC=2N=C(N(C(C12)=O)CCC1=CC=CC=C1)Cl)N1CC(CCC1)NC(OC(C)(C)C)=O (t-butyl [1-[7-(2-butynyl)-2-chloro-6-oxo-1-(2-phenylethyl)-6,7-dihydro-1H-purin-8-yl]piperidin-3-yl]carbamate), Example 242 ( f ), Cl.NC1CN(CCC1)C1=NC=2N=C(N(C(C2N1CC#CC)=O)CC1=C(C=CC=C1)C#N)C#N (8-(3-Aminopiperidin-1-yl)-7-(2-butynyl)-1-(2-cyanobenzyl)-6-oxo-6,7-dihydro-1H-purine-2-carbonitrile hydrochloride). Product: Cl.NC1CN(CCC1)C1=NC=2N=C(N(C(C2N1CC#CC)=O)CCC1=CC=CC=C1)C#N (8-(3-Aminopiperidin-1-yl)-7-(2-butynyl)-6-oxo-1-(2-phenylethyl)-6,7-dihydro-1H-purine-2-carbonitrile hydrochloride). As a reaction SMILES: C(N1C2C(=O)N(CCC3C=CC=CC=3)C([Cl:23])=NC=2N=C1N1CCCC(NC(=O)OC(C)(C)C)C1)C#CC.Cl.[NH2:39][CH:40]1[CH2:45][CH2:44][CH2:43][N:42]([C:46]2[N:54]([CH2:55][C:56]#[C:57][CH3:58])[C:53]3[C:52](=[O:59])[N:51]([CH2:60][C:61]4[CH:66]=[CH:65][CH:64]=[CH:63][C:62]=4[C:67]#N)[C:50]([C:69]#[N:70])=[N:49][C:48]=3[N:47]=2)[CH2:41]1>>[ClH:23].[NH2:39][CH:40]1[CH2:45][CH2:44][CH2:43][N:42]([C:46]2[N:54]([CH2:55][C:56]#[C:57][CH3:58])[C:53]3[C:52](=[O:59])[N:51]([CH2:60][CH2:61][C:66]4[CH:65]=[CH:64][CH:63]=[CH:62][CH:67]=4)[C:50]([C:69]#[N:70])=[N:49][C:48]=3[N:47]=2)[CH2:41]1 |f:1.2,3.4|. Procedure details: The title compound was synthesized by using t-butyl [1-[7-(2-butynyl)-2-chloro-6-oxo-1-(2-phenylethyl)-6,7-dihydro-1H-purin-8-yl]piperidin-3-yl]carbamate according to the method described in Example 242 (f) and (g). Starting materials: N([C@H](CCCCNC(=O)OC(C)(C)C)C(=O)N[C@@H](CCCNC(N)=N)C(=O)N[C@H](CC1=CC=CC=C1)C(=O)N[C@@H](CC1=CNC2=CC=CC=C12)C(=O)N1[C@H](C(=O)OC(C)(C)C)CCC1)C(=O)OCC1=CC=CC=C1 (Z-D-Lys(Boc)-Arg-D-Phe-Trp-Pro-OBut). Solvent: FC(C(=O)O)(F)F (trifluoroacetic acid), C(C)S (ethyl mercaptan). Run at time 1 hour. Product: N([C@H](CCCCN)C(=O)N[C@@H](CCCNC(N)=N)C(=O)N[C@H](CC1=CC=CC=C1)C(=O)N[C@@H](CC1=CNC2=CC=CC=C12)C(=O)N1[C@H](C(=O)O)CCC1)C(=O)OCC1=CC=CC=C1 (Z-D-Lys-Arg-D-Phe-Trp-Pro-OH). Reaction SMILES: [NH:1]([C:65]([O:67][CH2:68][C:69]1[CH:74]=[CH:73][CH:72]=[CH:71][CH:70]=1)=[O:66])[C@@H:2]([C:15]([NH:17][C@H:18]([C:26]([NH:28][C@@H:29]([C:37]([NH:39][C@H:40]([C:51]([N:53]1[CH2:64][CH2:63][CH2:62][C@H:54]1[C:55]([O:57]C(C)(C)C)=[O:56])=[O:52])[CH2:41][C:42]1[C:50]2[C:45](=[CH:46][CH:47]=[CH:48][CH:49]=2)[NH:44][CH:43]=1)=[O:38])[CH2:30][C:31]1[CH:36]=[CH:35][CH:34]=[CH:33][CH:32]=1)=[O:27])[CH2:19][CH2:20][CH2:21][NH:22][C:23](=[NH:25])[NH2:24])=[O:16])[CH2:3][CH2:4][CH2:5][CH2:6][NH:7]C(OC(C)(C)C)=O>FC(F)(F)C(O)=O.C(S)C>[NH:1]([C:65]([O:67][CH2:68][C:69]1[CH:70]=[CH:71][CH:72]=[CH:73][CH:74]=1)=[O:66])[C@@H:2]([C:15]([NH:17][C@H:18]([C:26]([NH:28][C@@H:29]([C:37]([NH:39][C@H:40]([C:51]([N:53]1[CH2:64][CH2:63][CH2:62][C@H:54]1[C:55]([OH:57])=[O:56])=[O:52])[CH2:41][C:42]1[C:50]2[C:45](=[CH:46][CH:47]=[CH:48][CH:49]=2)[NH:44][CH:43]=1)=[O:38])[CH2:30][C:31]1[CH:32]=[CH:33][CH:34]=[CH:35][CH:36]=1)=[O:27])[CH2:19][CH2:20][CH2:21][NH:22][C:23](=[NH:24])[NH2:25])=[O:16])[CH2:3][CH2:4][CH2:5][CH2:6][NH2:7]. Procedure: 1.55 g of Z-D-Lys(Boc)-Arg-D-Phe-Trp-Pro-OBut are dissolved in 14.5 ml of 90 percent strength trifluoroacetic acid and 1.5 ml of ethyl mercaptan. The solution is left to stand for 1 hour at room temperature and is concentrated. The residue is dissolved in water and chromatographed over a weakly basic ion exchanger (acetate form). The eluate is freeze-dried. Yield 883 mg. The peptide is purified by being chromatographed in 90 percent strength methanol over a crosslinked, hydroxypropylated dextran...